This data is from the Open Reaction Database (ORD), a public repository of structured organic reaction records. The task is: describe an organic reaction: reactants, conditions, products, and yield Starting materials: BrC1=CC=C(C=C1)C1(CCC1)C(=O)N1CC2(CC1)OC(C=1C=NC=CC12)=O (1′-{[1-(4-bromophenyl)cyclobutyl]carbonyl}-3H-spiro[furo[3,4-c]pyridine-1,3′-pyrrolidin]-3-one), N1C=NC2=C1C=CC=C2 (1H-benzimidazole), C1(=CC=CC=C1)C (toluene), CN(C=O)C (N,N-dimethylformamide), CN[C@@H]1[C@H](CCCC1)NC ((1S,2S)—N,N′-dimethylcyclohexane-1,2-diamine), C([O-])([O-])=O.[K+].[K+] (potassium carbonate). Reagents/catalysts: [Cu]I (copper(I) iodide). Conditions: temperature 120 celsius, time 8 hour. Yields the product N1(N=CC2=CC=CC=C12)C1=CC=C(C=C1)C1(CCC1)C(=O)N1C[C@]2(CC1)OC(C=1C=NC=CC12)=O ((1R)-1′-({1-[4-(1H-Indazol-1-yl)phenyl]cyclobutyl}carbonyl)-3H-spiro[furo[3,4-c]pyridine-1,3′-pyrrolidin]-3-one). Reaction SMILES: Br[C:2]1[CH:7]=[CH:6][C:5]([C:8]2([C:12]([N:14]3[CH2:18][CH2:17][C:16]4([C:26]5[CH:25]=[CH:24][N:23]=[CH:22][C:21]=5[C:20](=[O:27])[O:19]4)[CH2:15]3)=[O:13])[CH2:11][CH2:10][CH2:9]2)=[CH:4][CH:3]=1.[NH:28]1[C:32]2[CH:33]=[CH:34][CH:35]=[CH:36][C:31]=2N=C1.C1(C)C=CC=CC=1.[CH3:44][N:45](C)C=O.CN[C@H]1CCCC[C@@H]1NC.C(=O)([O-])[O-].[K+].[K+]>[Cu]I>[N:28]1([C:2]2[CH:7]=[CH:6][C:5]([C:8]3([C:12]([N:14]4[CH2:18][CH2:17][C@@:16]5([C:26]6[CH:25]=[CH:24][N:23]=[CH:22][C:21]=6[C:20](=[O:27])[O:19]5)[CH2:15]4)=[O:13])[CH2:11][CH2:10][CH2:9]3)=[CH:4][CH:3]=2)[C:32]2[C:31](=[CH:36][CH:35]=[CH:34][CH:33]=2)[CH:44]=[N:45]1 |f:5.6.7|. Reported procedure: To a solution of 1′-{[1-(4-bromophenyl)cyclobutyl]carbonyl}-3H-spiro[furo[3,4-c]pyridine-1,3′-pyrrolidin]-3-one (30 mg, 0.00007 mol), and 1H-benzimidazole (0.010 g, 0.000087 mol) in toluene (0.5 mL, 0.005 mol) and N,N-dimethylformamide (0.5 mL, 0.006 mol), were added (1S,2S)—N,N′-dimethylcyclohexane-1,2-diamine (2.1 mg, 0.000014 mol), copper(I) iodide (1 mg, 0.000007 mol), and potassium carbonate (21.1 mg, 0.000152 mol), and the mixture was stirred at 120° C. overnight. The reaction mixture was ... Starting materials: N#CC1(c2ccc(I)cc2)CC1, O, O=S(=O)(O)O. Yields the product O=C(O)C1(c2ccc(I)cc2)CC1. RXN SMILES: [I:6][c:7]1[cH:8][cH:9][c:10]([C:13]2([C:16]#[N:17])[CH2:14][CH2:15]2)[cH:11][cH:12]1.[OH2:18].[S:1]([OH:2])(=[O:3])(=[O:4])[OH:5]>>[OH:2][C:16]([C:13]1([c:10]2[cH:9][cH:8][c:7]([I:6])[cH:12][cH:11]2)[CH2:14][CH2:15]1)=[O:18].